Dataset: the Open Reaction Database (ORD), a public repository of structured organic reaction records. Task: describe an organic reaction: reactants, conditions, products, and yield Reactants: COC(CBr)OC, CN(C)C=O, [K+], [K+], O=[N+]([O-])c1ccc2[nH]ncc2c1, O=C([O-])[O-]. The product is COC(Cn1cc2cc([N+](=O)[O-])ccc2n1)OC. RXN SMILES: [Br:19][CH2:20][CH:21]([O:22][CH3:23])[O:24][CH3:25].[CH3:26][N:27]([CH3:28])[CH:29]=[O:30].[K+:13].[K+:14].[N+:1](=[O:2])([O-:3])[c:4]1[cH:5][c:6]2[cH:7][n:8][nH:9][c:10]2[cH:11][cH:12]1.[O-:15][C:16]([O-:17])=[O:18]>>[N+:1](=[O:2])([O-:3])[c:4]1[cH:5][c:6]2[cH:7][n:8]([CH2:20][CH:21]([O:22][CH3:23])[O:24][CH3:25])[n:9][c:10]2[cH:11][cH:12]1. The reactants are CCC1C=C(C)CC(C)CC(OC)C2OC(O)(C(=O)C(=O)N3CCCCC3C(=O)OC(C(C)=CC3CCC(OCc4cccc(C(=O)O)c4)C(OC)C3)C(C)C(O)CC1=O)C(C)CC2OC, ClCCl, ClCCl, C[Si](C)(C)C=[N+]=[N-], CO. The product is CCC1C=C(C)CC(C)CC(OC)C2OC(O)(C(=O)C(=O)N3CCCCC3C(=O)OC(C(C)=CC3CCC(OCc4cccc(C(=O)OC)c4)C(OC)C3)C(C)C(O)CC1=O)C(C)CC2OC. As a reaction SMILES: [CH2:1]([CH3:2])[CH:3]1[C:4](=[O:66])[CH2:5][CH:6]([OH:65])[CH:7]([CH3:64])[CH:8]([C:42](=[CH:43][CH:44]2[CH2:45][CH:46]([O:61][CH3:62])[CH:47]([O:50][CH2:51][c:52]3[cH:53][c:54]([C:58](=[O:59])[OH:60])[cH:55][cH:56][cH:57]3)[CH2:48][CH2:49]2)[CH3:63])[O:9][C:10](=[O:41])[CH:11]2[CH2:12][CH2:13][CH2:14][CH2:15][N:16]2[C:17](=[O:40])[C:18](=[O:39])[C:19]2([OH:38])[CH:20]([CH3:37])[CH2:21][CH:22]([O:35][CH3:36])[CH:23]([CH:24]([O:32][CH3:33])[CH2:25][CH:26]([CH3:31])[CH2:27][C:28]([CH3:30])=[CH:29]1)[O:34]2.[CH2:67]([Cl:68])[Cl:69].[CH2:79]([Cl:80])[Cl:81].[CH3:70][Si:71]([CH:72]=[N+:73]=[N-:74])([CH3:75])[CH3:76].[CH3:77][OH:78]>>[CH2:1]([CH3:2])[CH:3]1[C:4](=[O:66])[CH2:5][CH:6]([OH:65])[CH:7]([CH3:64])[CH:8]([C:42](=[CH:43][CH:44]2[CH2:45][CH:46]([O:61][CH3:62])[CH:47]([O:50][CH2:51][c:52]3[cH:53][c:54]([C:58](=[O:59])[O:60][CH3:67])[cH:55][cH:56][cH:57]3)[CH2:48][CH2:49]2)[CH3:63])[O:9][C:10](=[O:41])[CH:11]2[CH2:12][CH2:13][CH2:14][CH2:15][N:16]2[C:17](=[O:40])[C:18](=[O:39])[C:19]2([OH:38])[CH:20]([CH3:37])[CH2:21][CH:22]([O:35][CH3:36])[CH:23]([CH:24]([O:32][CH3:33])[CH2:25][CH:26]([CH3:31])[CH2:27][C:28]([CH3:30])=[CH:29]1)[O:34]2.